From a dataset of the Open Reaction Database (ORD), a public repository of structured organic reaction records. describe an organic reaction: reactants, conditions, products, and yield Starting materials: S(=O)(=O)(O)O.NN (hydrazine sulfate), C(C)(=O)[O-].[Na+] (sodium acetate), C(/C(/Cl)=C(/Cl)\C=O)(=O)O (mucochloric acid). Run in O (water). Yields the product ClC=1C(NN=CC1Cl)=O (4,5-dichloro-3-pyridazone). Isolated yield 78.8%. As a reaction SMILES: [C:1]([OH:9])(=O)/[C:2](=[C:4](\[CH:6]=O)/[Cl:5])/[Cl:3].S(O)(O)(=O)=O.[NH2:15][NH2:16].C([O-])(=O)C.[Na+]>O>[Cl:3][C:2]1[C:1](=[O:9])[NH:15][N:16]=[CH:6][C:4]=1[Cl:5] |f:1.2,3.4|. Reported procedure: A stirred solution of 3.9 grams of mucochloric acid in water is warmed to 8°-100° C., and a mixture of 3.1 grams of hydrazine sulfate and 3.0 grams of sodium acetate is added. A solid is collected by filtration and recrystallized from water to yield 3.0 grams of 4,5-dichloro-3-pyridazone; m.p. 199°-200° C. The reaction is repeated several times. Reactants: C#N (hydrogen cyanide), liquid, C#N (hydrogen cyanide), C(C)(C)OC(=O)C=1C2CC2CN1 (2-isopropoxycarbonyl-3-azabicyclo[3.1.0]hex-2-ene). Solvent: C(C)OCC (diethyl ether), C(C)OCC (diethyl ether), C(Cl)(Cl)Cl (chloroform), C(C)OCC (diethyl ether). The product is C(#N)C1(C2CC2CN1)C(=O)OC(C)C (2-cyano-2-isopropoxycarbonyl-3-azabicyclo[3.1.0]-hexane). RXN SMILES: [CH:1]#[N:2].[CH:3]([O:6][C:7]([C:9]1[CH:10]2[CH:12]([CH2:13][N:14]=1)[CH2:11]2)=[O:8])([CH3:5])[CH3:4]>C(OCC)C.C(Cl)(Cl)Cl>[C:1]([C:9]1([C:7]([O:6][CH:3]([CH3:5])[CH3:4])=[O:8])[NH:14][CH2:13][CH:12]2[CH:10]1[CH2:11]2)#[N:2]. Reported procedure: 30 ml of liquid hydrogen cyanide was rapidly added drop-by-drop to a stirred and ice-cooled solution of 2 g of 2-isopropoxycarbonyl-3-azabicyclo[3.1.0]hex-2-ene in 50 ml of dry diethyl ether. The solution was stirred at 0° to 5° C. for 7 hours and then allowed to warm up to room temperature. The diethyl ether and residual hydrogen cyanide were blown off with nitrogen. The residue was taken up in diethyl ether, dried over sodium sulphate and evaporated down. An orange liquid was obtained; it was ... The reactants are O=C(CBr)c1ccc(Cl)cc1, CC#N, FC(F)(F)c1ccc(OCC2CCCNC2)cc1, [K+], [K+], O=C([O-])[O-]. The product is O=C(CN1CCCC(COc2ccc(C(F)(F)F)cc2)C1)c1ccc(Cl)cc1. Reaction SMILES: [Br:19][CH2:20][C:21](=[O:22])[c:23]1[cH:24][cH:25][c:26]([Cl:29])[cH:27][cH:28]1.[CH3:36][C:37]#[N:38].[F:1][C:2]([c:3]1[cH:4][cH:5][c:6]([O:7][CH2:8][CH:9]2[CH2:10][NH:11][CH2:12][CH2:13][CH2:14]2)[cH:15][cH:16]1)([F:17])[F:18].[K+:30].[K+:31].[O-:32][C:33]([O-:34])=[O:35]>>[F:1][C:2]([c:3]1[cH:4][cH:5][c:6]([O:7][CH2:8][CH:9]2[CH2:10][N:11]([CH2:20][C:21](=[O:22])[c:23]3[cH:24][cH:25][c:26]([Cl:29])[cH:27][cH:28]3)[CH2:12][CH2:13][CH2:14]2)[cH:15][cH:16]1)([F:17])[F:18]. Starting materials: FC(C(=O)O)(F)F (trifluoroacetic acid), C(C)OC(C(C(C1=CC=C(C=C1)C(F)(F)F)C1=CN(C2=C(C=CC=C12)CSC)C(=O)OC(C)(C)C)C)=O (tert-Butyl 3-{3-ethoxy-2-methyl-3-oxo-1-[4-(trifluoromethyl)phenyl]propyl}-7-[(methylsulfanyl)methyl]-1H-indole-1-carboxylate), O (water). Solvent: ClCCl (dichloromethane). Conditions: time 3 hour. The product is CC(C(=O)OCC)C(C1=CC=C(C=C1)C(F)(F)F)C1=CNC2=C(C=CC=C12)CSC (Ethyl 2-methyl-3-{7-[(methylsulfanyl)methyl]-1H-indol-3-yl}-3-[4-(trifluoromethyl)phenyl]propanoate). As a reaction SMILES: [CH2:1]([O:3][C:4](=[O:37])[CH:5]([CH3:36])[CH:6]([C:17]1[C:25]2[C:20](=[C:21]([CH2:26][S:27][CH3:28])[CH:22]=[CH:23][CH:24]=2)[N:19](C(OC(C)(C)C)=O)[CH:18]=1)[C:7]1[CH:12]=[CH:11][C:10]([C:13]([F:16])([F:15])[F:14])=[CH:9][CH:8]=1)[CH3:2].FC(F)(F)C(O)=O.O>ClCCl>[CH3:36][CH:5]([CH:6]([C:17]1[C:25]2[C:20](=[C:21]([CH2:26][S:27][CH3:28])[CH:22]=[CH:23][CH:24]=2)[NH:19][CH:18]=1)[C:7]1[CH:12]=[CH:11][C:10]([C:13]([F:15])([F:14])[F:16])=[CH:9][CH:8]=1)[C:4]([O:3][CH2:1][CH3:2])=[O:37]. Procedure: 2.52 g (4.71 mmol) of the compound from Example 27A were dissolved in 70 ml of dichloromethane, and 14.5 ml (188.56 mmol) of trifluoroacetic acid were added. After stirring at RT for 3 h, the reaction solution was mixed with water, the phases were separated, and the aqueous phase was extracted twice with ethyl acetate. The combined organic phases were washed with saturated aqueous sodium bicarbonate solution and dried over sodium sulfate, the solid was filtered off and the solvents were removed ... Starting materials: O=C(CBr)c1cccc(F)c1, O=C(OC1CN2CCC1CC2)C1(c2ccccc2)CCCCCC1. The product is [Br-], O=C(C[N+]12CCC(CC1)C(OC(=O)C1(c3ccccc3)CCCCCC1)C2)c1cccc(F)c1. Reaction SMILES: [Br:25][CH2:26][C:27](=[O:28])[c:29]1[cH:30][c:31]([F:35])[cH:32][cH:33][cH:34]1.[c:1]1([C:7]2([C:14](=[O:15])[O:16][CH:17]3[CH2:18][N:19]4[CH2:20][CH2:21][CH:22]3[CH2:23][CH2:24]4)[CH2:8][CH2:9][CH2:10][CH2:11][CH2:12][CH2:13]2)[cH:2][cH:3][cH:4][cH:5][cH:6]1>>[Br-:25].[c:1]1([C:7]2([C:14](=[O:15])[O:16][CH:17]3[CH2:18][N+:19]4([CH2:26][C:27](=[O:28])[c:29]5[cH:30][c:31]([F:35])[cH:32][cH:33][cH:34]5)[CH2:20][CH2:21][CH:22]3[CH2:23][CH2:24]4)[CH2:8][CH2:9][CH2:10][CH2:11][CH2:12][CH2:13]2)[cH:2][cH:3][cH:4][cH:5][cH:6]1. Starting materials: C(C1=CC=CC=C1)OC(=O)N1CCC(CC1)C=1NC(=C(N1)C1=CC(=CC=C1)C(F)(F)F)C1=NC(=NC=C1)NCC1=CC=C(C=C1)OC (4-[5-[2-(4-methoxybenzylamino)-pyrimidin-4-yl]-4-(3-trifluoromethylphenyl)-1H-imidazol-2-yl]-piperidine-1-carboxylic acid benzyl ester), Br (hydrogen bromide). The solvent is C(C)(=O)O (acetic acid), C(C)OCC (diethyl ether), C(Cl)Cl (methylene chloride). Conditions: temperature 20 celsius, time 30 minute. The product is COC1=CC=C(CNC2=NC=CC(=N2)C=2NC(=NC2C2=CC(=CC=C2)C(F)(F)F)C2CCNCC2)C=C1 (4-Methoxybenzyl-[4-[2-piperidin-4-yl-5-(3-trifluoromethylphenyl)-3H-imidazol-4-yl]-pyrimidin-2-yl]amine). The yield is 22.7%. RXN SMILES: C(OC([N:11]1[CH2:16][CH2:15][CH:14]([C:17]2[NH:18][C:19]([C:32]3[CH:37]=[CH:36][N:35]=[C:34]([NH:38][CH2:39][C:40]4[CH:45]=[CH:44][C:43]([O:46][CH3:47])=[CH:42][CH:41]=4)[N:33]=3)=[C:20]([C:22]3[CH:27]=[CH:26][CH:25]=[C:24]([C:28]([F:31])([F:30])[F:29])[CH:23]=3)[N:21]=2)[CH2:13][CH2:12]1)=O)C1C=CC=CC=1.Br>C(Cl)Cl.C(O)(=O)C.C(OCC)C>[CH3:47][O:46][C:43]1[CH:42]=[CH:41][C:40]([CH2:39][NH:38][C:34]2[N:33]=[C:32]([C:19]3[NH:18][C:17]([CH:14]4[CH2:15][CH2:16][NH:11][CH2:12][CH2:13]4)=[N:21][C:20]=3[C:22]3[CH:27]=[CH:26][CH:25]=[C:24]([C:28]([F:30])([F:29])[F:31])[CH:23]=3)[CH:37]=[CH:36][N:35]=2)=[CH:45][CH:44]=1. Procedure details: To a stirred solution of 4-[5-[2-(4-methoxybenzylamino)-pyrimidin-4-yl]-4-(3-trifluoromethylphenyl)-1H-imidazol-2-yl]-piperidine-1-carboxylic acid benzyl ester (1.0 g, 0.00156 mole) in methylene chloride (16 mL) under argon was slowly added 30% hydrogen bromide in acetic acid (16 mL). The mixture was stirred at 20° C. for 30 minutes and then diluted with diethyl ether (160 mL). The resulting mixture was stirred for I hour, filtered and solid washed with ether (10 mL). The resulting solid was dis... The reactants are solution, C=CC=C (1,3-butadiene), ClC1=C(C=C[N+](=O)[O-])C=CC(=C1)F (2-chloro-4-fluoro-β-nitrostyrene). Solvent: C1(=CC=CC=C1)C (toluene). Conditions: temperature 110 celsius, time 3 day. The product is ClC1=C(C=CC(=C1)F)[C@@H]1CC=CC[C@H]1[N+](=O)[O-] (trans-2-chloro-4-fluoro-1-(6-nitrocyclohex-3-en-1-yl)benzene). RXN SMILES: [CH2:1]=[CH:2][CH:3]=[CH2:4].[Cl:5][C:6]1[CH:16]=[C:15]([F:17])[CH:14]=[CH:13][C:7]=1[CH:8]=[CH:9][N+:10]([O-:12])=[O:11]>C1(C)C=CC=CC=1>[Cl:5][C:6]1[CH:16]=[C:15]([F:17])[CH:14]=[CH:13][C:7]=1[C@H:8]1[C@H:9]([N+:10]([O-:12])=[O:11])[CH2:4][CH:3]=[CH:2][CH2:1]1. Reported procedure: A 10 mL solution of 1:1 1,3-butadiene in toluene stored at −20° C. and 2-chloro-4-fluoro-β-nitrostyrene (2.0 g, 10 mmol) were added to a pressure tube and sealed. The solution was heated to 110° C. and stirred for three days. The reaction mixture was cooled to room temperature, concentrated and the residue was crystallized from hexanes to give the title compound. 1H NMR (300 MHz, CDCl3) δ ppm 7.23-7.28 (m, 1H), 7.11-7.25 (m, 3H), 6.94-7.01 (m, 1H), 5.73-5.83 (m, 2H), 5.04-5.13 (m, 1H), 3.99-4.08...